From a dataset of the Open Reaction Database (ORD), a public repository of structured organic reaction records. describe an organic reaction: reactants, conditions, products, and yield Starting materials: [OH-].[Na+] (sodium hydroxide), ClC1=CC(=CC2=C1NC(=N2)C)C(=O)OC (methyl 7-chloro-2-methyl-1H-benzo[d]imidazole-5-carboxylate). Solvent: CO (methanol). Conditions: temperature 65 celsius, time 16 hour. Product: ClC1=CC(=CC2=C1NC(=N2)C)C(=O)O (7-chloro-2-methyl-1H-benzo[d]imidazole-5-carboxylic acid). The yield is 71.8%. As a reaction SMILES: [OH-].[Na+].[Cl:3][C:4]1[C:9]2[NH:10][C:11]([CH3:13])=[N:12][C:8]=2[CH:7]=[C:6]([C:14]([O:16]C)=[O:15])[CH:5]=1>CO>[Cl:3][C:4]1[C:9]2[NH:10][C:11]([CH3:13])=[N:12][C:8]=2[CH:7]=[C:6]([C:14]([OH:16])=[O:15])[CH:5]=1 |f:0.1|. Procedure: Add 2N sodium hydroxide (5 mL, 5 mmol) to a solution of methyl 7-chloro-2-methyl-1H-benzo[d]imidazole-5-carboxylate (280 mg, 1.25 mmol) in methanol (7.5 mL). Stir at 65° C. for 16 hours. The methanol was concentrated in vacuo and the remaining aqueous layer was extracted with ethyl acetate (10 mL). Acidify the aqueous layer to pH ˜4 with 1N hydrochloric acid (˜5 mL). A colorless precipitate was filtered and dried under high vacuum to yield the title compound (189 mg, 72%). 1H NMR (400 MHz, CD3OD... Reactants: C(CCC)(=O)NC(=O)N1C(CC2=CC(=CC=C12)OC)=O (1-(N-butyrylcarbamoyl)-5-methoxyoxindole), C(C1=CC=CC=C1)(=O)NC(=O)N1C(CC2=CC(=CC=C12)C)=O (1-(N-benzoylcarbamoyl)-5-methyloxindole), C(CC)(=O)NC(=O)N1C(CC2=CC(=CC=C12)C)=O (1-(N-propionylcarbamoyl)-5-methyloxindole), C(C)(=O)NC(=O)N1C(CC2=CC(=CC=C12)OC)=O (1-(N-acetylcarbamoyl)-5-methoxyoxindole), C(C)(=O)NC(=O)N1C(CC2=CC(=CC=C12)C)=O (1-(N-acetylcarbamoyl)-5-methyloxindole), C(C(C)(C)C)(=O)NC(=O)N1C(CC2=CC(=CC=C12)C)=O (1-(N-pivaloylcarbamoyl)-5-methyloxindole), C(C1=CC=CC=C1)(=O)NC(=O)N1C(CC2=CC(=CC=C12)OC)=O (1-(N-benzoylcarbamoyl)-5-methoxyoxindole). Product: C(C(C)(C)C)(=O)NC(=O)N1C(CC2=CC=CC=C12)=O (1-(N-Pivaloylcarbamoyl)oxindole). As a reaction SMILES: [C:1]([NH:9][C:10]([N:12]1[C:20]2[C:15](=[CH:16][C:17](C)=[CH:18][CH:19]=2)[CH2:14][C:13]1=[O:22])=[O:11])(=[O:8])[C:2]1[CH:7]=CC=C[CH:3]=1.[C:23](NC(N1C2C(=CC(C)=CC=2)CC1=O)=O)(=O)C.C(NC(N1C2C(=CC(C)=CC=2)CC1=O)=O)(=O)C(C)(C)C.C(NC(N1C2C(=CC(C)=CC=2)CC1=O)=O)(=O)CC.C(NC(N1C2C(=CC(OC)=CC=2)CC1=O)=O)(=O)CCC.C(NC(N1C2C(=CC(OC)=CC=2)CC1=O)=O)(=O)C1C=CC=CC=1.C(NC(N1C2C(=CC(OC)=CC=2)CC1=O)=O)(=O)C>>[C:1]([NH:9][C:10]([N:12]1[C:20]2[C:15](=[CH:16][CH:17]=[CH:18][CH:19]=2)[CH2:14][C:13]1=[O:22])=[O:11])(=[O:8])[C:2]([CH3:3])([CH3:7])[CH3:23]. Procedure details: Employing the above procedure, 1-(N-benzoylcarbamoyl)-5-methyloxindole, 1-(N-acetylcarbamoyl)-5-methyloxindole, 1-(N-pivaloylcarbamoyl)-5-methyloxindole, 1-(N-propionylcarbamoyl)-5-methyloxindole, 1-(N-butyrylcarbamoyl)-5-methoxyoxindole, 1-(N-benzoylcarbamoyl)-5-methoxyoxindole and 1-(N-acetylcarbamoyl)-5-methoxyoxindole are prepared. Reactants: N(N)C1=CC(NC(N1CC(C)C)=O)=O (6-hydrazino-1-isobutylpyrimidine-2,4(1H,3H)-dione), ClC=1C=C2C(=CC=NC2=CC1)C=O (6-chloroquinoline-4-carbaldehyde), CN1C(=CC=C1)C=O (1-methyl-2-pyrrolecarboxaldehyde). Yields the product ClC=1C=C2C(=CC=NC2=CC1)CN1N=C2N(C(NC(C2=C1C=1N(C=CC1)C)=O)=O)CC(C)C (2-[(6-chloroquinolin-4-yl)methyl]-7-isobutyl-3-(1-methyl-1H-pyrrol-2-yl)-2H-pyrazolo[3,4-d]pyrimidine-4,6(5H,7H)-dione). Reaction SMILES: [NH:1]([C:3]1[N:8]([CH2:9][CH:10]([CH3:12])[CH3:11])[C:7](=[O:13])[NH:6][C:5](=[O:14])[CH:4]=1)[NH2:2].[Cl:15][C:16]1[CH:17]=[C:18]2[C:23](=[CH:24][CH:25]=1)[N:22]=[CH:21][CH:20]=[C:19]2[CH:26]=O.[CH3:28][N:29]1[CH:33]=[CH:32][CH:31]=[C:30]1[CH:34]=O>>[Cl:15][C:16]1[CH:17]=[C:18]2[C:23](=[CH:24][CH:25]=1)[N:22]=[CH:21][CH:20]=[C:19]2[CH2:26][N:2]1[C:34]([C:30]2[N:29]([CH3:28])[CH:33]=[CH:32][CH:31]=2)=[C:4]2[C:3]([N:8]([CH2:9][CH:10]([CH3:11])[CH3:12])[C:7](=[O:13])[NH:6][C:5]2=[O:14])=[N:1]1. Reported procedure: This compound was made following the procedure described above, starting with 6-hydrazino-1-isobutylpyrimidine-2,4(1H,3H)-dione, and condensing first with 6-chloroquinoline-4-carbaldehyde, followed by 1-methyl-2-pyrrolecarboxaldehyde. ES M+H+=488. The reactants are O=C(N=C=S)c1ccccc1, COc1ccc(N2CC3CC2CO3)cc1N, CC(C)=O. Yields the product COc1ccc(N2CC3CC2CO3)cc1NC(=S)NC(=O)c1ccccc1. Reaction SMILES: [C:17]([c:18]1[cH:19][cH:20][cH:21][cH:22][cH:23]1)(=[O:24])[N:25]=[C:26]=[S:27].[CH3:1][O:2][c:3]1[c:4]([NH2:16])[cH:5][c:6]([N:9]2[CH:10]3[CH2:11][O:12][CH:13]([CH2:14]2)[CH2:15]3)[cH:7][cH:8]1.[CH3:28][C:29](=[O:30])[CH3:31]>>[CH3:1][O:2][c:3]1[c:4]([NH:16][C:26]([NH:25][C:17]([c:18]2[cH:19][cH:20][cH:21][cH:22][cH:23]2)=[O:24])=[S:27])[cH:5][c:6]([N:9]2[CH:10]3[CH2:11][O:12][CH:13]([CH2:14]2)[CH2:15]3)[cH:7][cH:8]1. Reactants: ClC1=C(C(=O)O)C=CC=N1 (chloronicotinic acid), N[C@@H](CC1=CC=CC=C1)CO (phenylalaninol), C(CCl)Cl (EDC), C=1C=CC2=C(C1)N=NN2O (HOBT), product. Run in C(Cl)Cl (CH2Cl2), C(C)N(CC)CC (triethylamine). Yields the product C1(=CC=CC=C1)CC(CO)NC(C1=C(N=CC=C1)Cl)=O (2-Chloronicotinic Acid N-(3-Phenylpropan-1-ol-2-yl)amide). As a reaction SMILES: [Cl:1][C:2]1[N:10]=[CH:9][CH:8]=[CH:7][C:3]=1[C:4]([OH:6])=O.[NH2:11][C@H:12]([CH2:20][OH:21])[CH2:13][C:14]1[CH:19]=[CH:18][CH:17]=[CH:16][CH:15]=1.C(Cl)CCl.C1C=CC2N(O)N=NC=2C=1>C(Cl)Cl.C(N(CC)CC)C>[C:14]1([CH2:13][CH:12]([NH:11][C:4](=[O:6])[C:3]2[CH:7]=[CH:8][CH:9]=[N:10][C:2]=2[Cl:1])[CH2:20][OH:21])[CH:19]=[CH:18][CH:17]=[CH:16][CH:15]=1. Procedure details: 10.0 g of chloronicotinic acid were reacted with 9.7 g of phenylalaninol in 250 ml of CH2Cl2 in the presence of 13.0 g of EDC, 2.9 g of HOBT and 9.6 g of triethylamine analogously to Example 1c, 17.3 g (94%) of the product being obtained. Reactants: [N+](=O)([O-])C=1C=C(C=CC1)NC(=O)N (N-(3-nitrophenyl)-urea). The reagents and catalysts are [Pd] (Pd/C). The solvent is CO (methanol). Reaction conditions: time 2 hour. Product: NC=1C=C(C=CC1)NC(=O)N (N-(3-aminophenyl)-urea). As a reaction SMILES: [N+:1]([C:4]1[CH:5]=[C:6]([NH:10][C:11]([NH2:13])=[O:12])[CH:7]=[CH:8][CH:9]=1)([O-])=O>[Pd].CO>[NH2:1][C:4]1[CH:5]=[C:6]([NH:10][C:11]([NH2:13])=[O:12])[CH:7]=[CH:8][CH:9]=1. Procedure details: A solution of N-(3-nitrophenyl)-urea (1.0 g, 5-5 mmol) and methanol (40 mL) was treated with 10% Pd/C (250 mg) and placed under H2 (45 psi) for 2 h. The mixture was then filtered through celite and concentrated to afford N-(3-aminophenyl)-urea (828 mg, 5.5 mmol). Reactants: P(OC(Cl)(CC)CC)([O-])=O (diethylchloromethyl phosphonate), C(Cl)(Cl)(Cl)Cl (carbon tetrachloride), [Cl-].[Li+] (lithium chloride), C(CCC)[Li] (n-butyllithium), C(C)(=O)OC1C(=CC2C(CCC(C23C1OC(O3)(C)C)C)C(C)=O)C (7-acetyl-2,2,5,10-tetramethyl-4,6a,7,8,9,10-hexahydro-3aH-naphtho[1,8a-d][1,3]dioxol-4-yl acetate). Solvent: O1CCCC1 (tetrahydrofuran), O1CCCC1 (tetrahydrofuran), O1CCCC1 (tetrahydrofuran), O1CCCC1 (tetrahydrofuran). Conditions: temperature -78 celsius, time 10 minute. The product is C(C)(=O)O[C@@H]1C(=C[C@@H]2[C@@H](CC[C@H]([C@]23[C@H]1OC(O3)(C)C)C)C(=C(Cl)Cl)C)C ((3aS,4R,6aR,7R,10R,10aR)-7-(2,2-dichloro-1-methylethenyl)-2, 2,5,10-tetramethyl-4,6a,7,8,9,10-hexahydro-3aH-naphtho[1,8a-d][1,3]dioxol-4-yl acetate). The yield is 45.0%. As a reaction SMILES: [Cl-].[Li+].C([Li])CCC.P(=O)([O-])OC(CC)(CC)Cl.[C:18]([O:21][CH:22]1[CH:31]2[O:32][C:33]([CH3:36])([CH3:35])[O:34][C:30]32[CH:25]([CH:26]([C:38](=O)[CH3:39])[CH2:27][CH2:28][CH:29]3[CH3:37])[CH:24]=[C:23]1[CH3:41])(=[O:20])[CH3:19].[C:42]([Cl:46])(Cl)(Cl)[Cl:43]>O1CCCC1>[C:18]([O:21][C@H:22]1[C@@H:31]2[O:32][C:33]([CH3:36])([CH3:35])[O:34][C@@:30]32[C@@H:25]([C@H:26]([C:38]([CH3:39])=[C:42]([Cl:46])[Cl:43])[CH2:27][CH2:28][C@H:29]3[CH3:37])[CH:24]=[C:23]1[CH3:41])(=[O:20])[CH3:19] |f:0.1|. Procedure: To dry lithium chloride (1.0 g) in tetrahydrofuran (45 ml) was added n-butyllithium (4.75 ml) at 0° C. under a nitrogen atmosphere. The mixture was stirred for 10 min and then cooled to −78° C. before adding diethylchloromethyl phosphonate (1.85 ml) in tetrahydrofuran (13 ml). After stirring for 10 min, carbon tetrachloride (1.15 ml) in tetrahydrofuran (13 ml) was added. After stirring for a further 10 min, a solution of 3aS,4R,6aS,7R,10S,10aS)-7-acetyl-2,2,5,10-tetramethyl-4,6a,7,8,9,10-hexahyd... The reactants are [Cl-].[Cl-].[Ca+2] (CaCl2), C(C1=CC=CC=C1)OC1=CC=C(C=C1)N1C(NC=2C1=NC=CC2)=O (3-[4-(benzyloxy)phenyl]-1,3-dihydro-2H-imidazo[4,5-b]pyridin-2-one), [H-].[Na+] (sodium hydride), ICC (iodoethane). Solvent: CN(C)C=O (DMF). The product is C(C1=CC=CC=C1)OC1=CC=C(C=C1)N1C(N(C=2C1=NC=CC2)CC)=O (3-[4-(benzyloxy)phenyl]-1-ethyl-1,3-dihydro-2H-imidazo[4,5-b]pyridin-2-one). As a reaction SMILES: [CH2:1]([O:8][C:9]1[CH:14]=[CH:13][C:12]([N:15]2[C:19]3=[N:20][CH:21]=[CH:22][CH:23]=[C:18]3[NH:17][C:16]2=[O:24])=[CH:11][CH:10]=1)[C:2]1[CH:7]=[CH:6][CH:5]=[CH:4][CH:3]=1.[H-].[Na+].I[CH2:28][CH3:29].[Cl-].[Cl-].[Ca+2]>CN(C=O)C>[CH2:1]([O:8][C:9]1[CH:10]=[CH:11][C:12]([N:15]2[C:19]3=[N:20][CH:21]=[CH:22][CH:23]=[C:18]3[N:17]([CH2:28][CH3:29])[C:16]2=[O:24])=[CH:13][CH:14]=1)[C:2]1[CH:7]=[CH:6][CH:5]=[CH:4][CH:3]=1 |f:1.2,4.5.6|. Procedure: The mixture of 3-[4-(benzyloxy)phenyl]-1,3-dihydro-2H-imidazo[4,5-b]pyridin-2-one (2.50 g), sodium hydride (380 mg) and iodoethane (1.60 mL) in DMF (40 mL) was stirred at 20° C. under a dry atmosphere (CaCl2 tube) for 1 h. The mixture was concentrated under reduced pressure. The residue was purified by column chromatography (NH silica gel, eluted with 0%-30% EtOAc in hexane) to give 3-[4-(benzyloxy)phenyl]-1-ethyl-1,3-dihydro-2H-imidazo[4,5-b]pyridin-2-one (2.70 g) as a colorless solid. Reactants: O=C(n1ccnc1)n1ccnc1, O=C([O-])O, CN(C)C=O, Nc1ccc(F)cc1, [Na+], O=C(O)c1ccccn1. Product: O=C(Nc1ccc(F)cc1)c1ccccn1. RXN SMILES: [C:1]([n:2]1[cH:3][cH:4][n:5][cH:6]1)([n:7]1[cH:8][cH:9][n:10][cH:11]1)=[O:12].[C:30](=[O:31])([OH:32])[O-:33].[CH3:35][N:36]([CH3:37])[CH:38]=[O:39].[NH2:22][c:23]1[cH:24][cH:25][c:26]([F:27])[cH:28][cH:29]1.[Na+:34].[OH:13][C:14](=[O:15])[c:16]1[cH:17][cH:18][cH:19][cH:20][n:21]1>>[C:14](=[O:15])([c:16]1[cH:17][cH:18][cH:19][cH:20][n:21]1)[NH:22][c:23]1[cH:24][cH:25][c:26]([F:27])[cH:28][cH:29]1.